Dataset: the Open Reaction Database (ORD), a public repository of structured organic reaction records. Task: describe an organic reaction: reactants, conditions, products, and yield The reactants are Cl.Cl.NN (hydrazine dihydrochloride), OC(C(=O)OCC)(C(=O)OCC)CC(=O)C1=CC=C(C=C1)OCC1=CC=CC=C1 (diethyl hydroxy[2-(4-benzyloxyphenyl)-2-oxoethyl]malonate). Run in C(C)O (ethanol). The product is C(C1=CC=CC=C1)OC1=CC=C(C=C1)C=1C=C(C(NN1)=O)C(=O)OCC (ethyl 6-[4-(benzyloxy)phenyl]-3-oxo-2,3-dihydropyridazine-4-carboxylate). The yield is 78.6%. As a reaction SMILES: Cl.Cl.[NH2:3][NH2:4].O[C:6]([CH2:17][C:18]([C:20]1[CH:25]=[CH:24][C:23]([O:26][CH2:27][C:28]2[CH:33]=[CH:32][CH:31]=[CH:30][CH:29]=2)=[CH:22][CH:21]=1)=O)([C:12]([O:14][CH2:15][CH3:16])=[O:13])[C:7](OCC)=[O:8]>C(O)C>[CH2:27]([O:26][C:23]1[CH:24]=[CH:25][C:20]([C:18]2[CH:17]=[C:6]([C:12]([O:14][CH2:15][CH3:16])=[O:13])[C:7](=[O:8])[NH:3][N:4]=2)=[CH:21][CH:22]=1)[C:28]1[CH:33]=[CH:32][CH:31]=[CH:30][CH:29]=1 |f:0.1.2|. Procedure details: 1.69 g of hydrazine dihydrochloride were added, at a temperature in the region of 19° C., to 5.6 g of diethyl hydroxy[2-(4-benzyloxyphenyl)-2-oxoethyl]malonate dissolved in 180 cm3 of ethanol. The reaction medium was heated and maintained at reflux for 12 hours. After cooling, the solvent was removed under reduced pressure (2 kPa; 55° C.). The solid residue was triturated in 20 cm3 of ethanol, suction-filtered through a sinter funnel and oven-dried under reduced pressure (10 kPa; 50° C.). 3.85 g... Starting materials: ice, N(=[N+]=[N-])C(CCO)(C)C (3-azido-3-methylbutan-1-ol), CCN(C(C)C)C(C)C (DIEA), CS(=O)(=O)Cl (methanesulfonyl chloride). Solvent: C(Cl)Cl (DCM). Run at time 1.5 hour. The product is CS(=O)(=O)OCCC(C)(C)N=[N+]=[N-] (3-Azido-3-methylbutyl methanesulfonate). Reaction SMILES: [N:1]([C:4]([CH3:9])([CH3:8])[CH2:5][CH2:6][OH:7])=[N+:2]=[N-:3].CCN(C(C)C)C(C)C.[CH3:19][S:20](Cl)(=[O:22])=[O:21]>C(Cl)Cl>[CH3:19][S:20]([O:7][CH2:6][CH2:5][C:4]([N:1]=[N+:2]=[N-:3])([CH3:9])[CH3:8])(=[O:22])=[O:21]. Procedure details: To a stirred ice cold solution of 3-azido-3-methylbutan-1-ol (3.33 g, 25.8 mmol) and DIEA (9.0 mL, 2 equiv, 51.6 mmol) in anhydrous DCM (200 mL) was added methanesulfonyl chloride (2.99 mL, 1.5 equiv, 38.7 mmol) over 5 min. The reaction was stirred and left at 0° C. for 1.5 h. The reaction mixture was extracted with 1 N HCl (2×200 mL), saturated NaHCO3 (2×200 mL) and brine (200 mL). The organic layer was dried over anhydrous MgSO4, filtered, and concentrated to give a colorless liquid. The crude... Starting materials: NC(=S)N (Thiourea), C(C)OC(=O)C1CC(C(CC1)=O)Br (3-Bromo-4-oxo-cyclohexane carboxylic acid ethyl ester). Solvent: C(C)O (ethanol). Yields the product C(C)OC(=O)C1CC2=C(N=C(S2)N)CC1 (2-Amino-4,5,6,7-tetrahydro-benzothiazole-6-carboxylic acid ethyl ester). Isolated yield 80.0%. Reaction SMILES: [NH2:1][C:2]([NH2:4])=[S:3].[CH2:5]([O:7][C:8]([CH:10]1[CH2:15][CH2:14][C:13](=O)[CH:12](Br)[CH2:11]1)=[O:9])[CH3:6]>C(O)C>[CH2:5]([O:7][C:8]([CH:10]1[CH2:15][CH2:14][C:13]2[N:1]=[C:2]([NH2:4])[S:3][C:12]=2[CH2:11]1)=[O:9])[CH3:6]. Reported procedure: Thiourea (0.672 g, 8.835 mmol) was taken in ethanol (30 mL). To this stirred solution was added 3-Bromo-4-oxo-cyclohexane carboxylic acid ethyl ester (2.2 g, 8.835 mmol). The reaction was refluxed for 2 hrs. The reaction mixture was allowed to cool to room temperature and ethanol was evaporated under reduced pressure, the residue was partitioned between water and ethyl acetate. The water layer was collected and basified using sat. sodium bicarbonate solution, extracted with ethyl acetate, the or... The reactants are O=C(n1ccnc1)n1ccnc1, CS(N)(=O)=O, CN(C)C=O, CC1(C)Cc2cc(C(=O)O)ccc2NC1c1ccc(F)c(N2CCOCC2)c1, [H-], [Na+]. Product: CC1(C)Cc2cc(C(=O)NS(C)(=O)=O)ccc2NC1c1ccc(F)c(N2CCOCC2)c1. Reaction SMILES: [C:36]([n:37]1[cH:38][cH:39][n:40][cH:41]1)([n:42]1[cH:43][cH:44][n:45][cH:46]1)=[O:47].[CH3:1][S:2](=[O:3])(=[O:4])[NH2:5].[CH3:48][N:49]([CH3:50])[CH:51]=[O:52].[F:8][c:9]1[c:10]([N:30]2[CH2:31][CH2:32][O:33][CH2:34][CH2:35]2)[cH:11][c:12]([CH:15]2[NH:16][c:17]3[cH:18][cH:19][c:20]([C:27](=[O:28])[OH:29])[cH:21][c:22]3[CH2:23][C:24]2([CH3:25])[CH3:26])[cH:13][cH:14]1.[H-:6].[Na+:7]>>[CH3:1][S:2](=[O:3])(=[O:4])[NH:5][C:27]([c:20]1[cH:19][cH:18][c:17]2[c:22]([cH:21]1)[CH2:23][C:24]([CH3:25])([CH3:26])[CH:15]([c:12]1[cH:11][c:10]([N:30]3[CH2:31][CH2:32][O:33][CH2:34][CH2:35]3)[c:9]([F:8])[cH:14][cH:13]1)[NH:16]2)=[O:28]. Reactants: [Li] (lithium), [Li] (lithium), C1=CC=CC2=CC=CC=C12 (naphthalene), C=CC(C)=C (isoprene), [Li] (lithium), C1=CC=CC2=CC=CC=C12 (naphthalene). Run in O1CCCC1 (tetrahydrofuran), O1CCCC1 (tetrahydrofuran). Product: [Li].C1=CC=CC2=CC=CC=C12 (lithium naphthalene). RXN SMILES: [CH:1]1[C:10]2[C:5](=[CH:6][CH:7]=[CH:8][CH:9]=2)[CH:4]=[CH:3][CH:2]=1.C=CC(=C)C.[Li:16]>O1CCCC1>[Li:16].[CH:9]1[C:10]2[C:5](=[CH:4][CH:3]=[CH:2][CH:1]=2)[CH:6]=[CH:7][CH:8]=1 |f:4.5,^1:15,21|. Reported procedure: A rotator for a magnetic stirrer was placed in a 500-ml four-necked flask, and the mouths of the flask were equipped with ampoules containing 28.2 g of anhydrous naphthalene, 200 ml of anhydrous tetrahydrofuran, 40 ml of anhydrous isoprene and 1.38 g of metallic lithium, respectively. After completely replacing the atmosphere in the flask by nitrogen gas, the ampoule containing metallic lithium was opened by a magnetic hammer to allow the lithium to fall into the flask. Next, tetrahydrofuran and... Starting materials: Cl.Cl.NC1CCN(CC1)CC(C1=CC(=C(C=C1)OCC1=CC2=CC=CC=C2C=C1)Cl)C1(CCCCC1)O (1-{2-(4-aminopiperidin-1-yl)-1-[3-chloro-4-(2-naphthylmethoxy)phenyl]ethyl}cyclohexanol dihydrochloride), ClC=1C=C(C=CC1OCC1=CC2=CC=CC=C2C=C1)C(C(=O)N1CCC(CC1)NC(OC(C)(C)C)=O)C1(CCCCC1)O (tert-butyl {1-[[3-chloro-4-(2-naphthylmethoxy)phenyl](1-hydroxycyclohexyl)acetyl]piperidin-4-yl}carbamate). The product is Cl.Cl.NC1CCN(CC1)C1C(CCCC1)(O)CCC1=CC(=C(C=C1)OCC1=CC2=CC=CC=C2C=C1)Cl (2-(4-aminopiperidin-1-yl)-1-[3-chloro-4-(2-naphthylmethoxy)phenylethyl]cyclohexanol dihydrochloride). RXN SMILES: [ClH:1].Cl.NC1CCN([CH2:10][CH:11](C2(O)CCCCC2)[C:12]2[CH:17]=[CH:16][C:15]([O:18][CH2:19][C:20]3[CH:29]=[CH:28][C:27]4[C:22](=[CH:23][CH:24]=[CH:25][CH:26]=4)[CH:21]=3)=[C:14]([Cl:30])[CH:13]=2)CC1.[Cl:38]C1C=[C:41]([CH:57](C2(O)CCCCC2)[C:58]([N:60]2[CH2:65][CH2:64][CH:63]([NH:66]C(=O)OC(C)(C)C)[CH2:62][CH2:61]2)=O)[CH:42]=[CH:43][C:44]=1[O:45]CC1C=CC2C(=CC=CC=2)C=1>>[ClH:30].[ClH:38].[NH2:66][CH:63]1[CH2:62][CH2:61][N:60]([CH:58]2[CH2:57][CH2:41][CH2:42][CH2:43][C:44]2([CH2:10][CH2:11][C:12]2[CH:17]=[CH:16][C:15]([O:18][CH2:19][C:20]3[CH:29]=[CH:28][C:27]4[C:22](=[CH:23][CH:24]=[CH:25][CH:26]=4)[CH:21]=3)=[C:14]([Cl:1])[CH:13]=2)[OH:45])[CH2:65][CH2:64]1 |f:0.1.2,4.5.6|. Reported procedure: In an analogous manner to Example 1, step 2 1-{2-(4-aminopiperidin-1-yl)-1-[3-chloro-4-(2-naphthylmethoxy)phenyl]ethyl}cyclohexanol dihydrochloride was prepared from tert-butyl {1-[[3-chloro-4-(2-naphthylmethoxy)phenyl](1-hydroxycyclohexyl)acetyl]piperidin-4-yl}carbamate. MS (ESI) m/z 493; HRMS: calcd for C30H37ClN2O2+H+, 493.26163; found (ESI, [M+H]+), 493.2599. Starting materials: CN1C=NC=2NC(NC(C12)=O)=O (7-methylxanthine), [H-].[Na+] (sodium hydride), BrCCCCCC#N (6-bromocapronitrile). The solvent is CS(=O)C (methyl sulfoxide). Reaction conditions: time 1 hour. The product is C(#N)CCCCCN1C(NC(C=2N(C=NC12)C)=O)=O (3-(cyanopentyl)-7-methylxanthine). Yield: 15.1%. Reaction SMILES: [CH3:1][N:2]1[C:10]2[C:9](=[O:11])[NH:8][C:7](=[O:12])[NH:6][C:5]=2[N:4]=[CH:3]1.[H-].[Na+].Br[CH2:16][CH2:17][CH2:18][CH2:19][CH2:20][C:21]#[N:22]>CS(C)=O>[C:21]([CH2:20][CH2:19][CH2:18][CH2:17][CH2:16][N:6]1[C:5]2[N:4]=[CH:3][N:2]([CH3:1])[C:10]=2[C:9](=[O:11])[NH:8][C:7]1=[O:12])#[N:22] |f:1.2|. Reported procedure: To a stirring slurry of 2.69 g 7-methylxanthine (16.2 mmol) (Aldrich, Milwaukee, Wis.) in 50 ml methyl sulfoxide was added 0.39 g sodium hydride (16.2 mmol). After 1 hour, 2.85 g of 6-bromocapronitrile (16.2 mmol) (Lancaster Synthesis, Inc., Windham, N.H.) was added neat and the reaction was stirred for 72 h at room temperature. The mixture was then quenched with 150 mL water and extracted five times with 35 ml methyl acetate. The combined extracts were washed two times with 40 ml saturated aque... The reactants are C1(=CC=CC=C1)C=1C=C(C=CC1)CCC(=O)OCC (ethyl 3-(3-phenylphenyl)propanoate), C(C)#N (acetonitrile), C(CCC)[Li] (n-butyllithium), Cl (hydrochloric acid). Run in O1CCCC1 (tetrahydrofuran), O (water), O1CCCC1 (tetrahydrofuran). Conditions: temperature -78 celsius, time 30 minute. Yields the product O=C(CC#N)CCC1=CC(=CC=C1)C1=CC=CC=C1 (3-oxo-5-(3-phenylphenyl)pentanenitrile). Yield: 59.2%. RXN SMILES: [C:1](#[N:3])[CH3:2].C([Li])CCC.[C:9]1([C:15]2[CH:16]=[C:17]([CH2:21][CH2:22][C:23](OCC)=[O:24])[CH:18]=[CH:19][CH:20]=2)[CH:14]=[CH:13][CH:12]=[CH:11][CH:10]=1.Cl>O1CCCC1.O>[O:24]=[C:23]([CH2:22][CH2:21][C:17]1[CH:18]=[CH:19][CH:20]=[C:15]([C:9]2[CH:14]=[CH:13][CH:12]=[CH:11][CH:10]=2)[CH:16]=1)[CH2:2][C:1]#[N:3]. Reported procedure: Under a nitrogen atmosphere, a stirred solution of 2.3 mL (0.044 mole) of acetonitrile in 50 mL of tetrahydrofuran was cooled to about -80° C., and 17.7 mL (0.044 mole) of n-butyllithium (2.5M in hexanes) was added dropwise at a rate to maintain the reaction mixture temperature below -75° C. Upon completion of addition, the reaction mixture was stirred at -78° C. for 30 minutes. After this time a solution of 10.3 grams (0.040 mole) of ethyl 3-(3-phenylphenyl)propanoate in 100 mL of tetrahydrofur... Starting materials: FC1=CC=C(C=C1)C1=C(C=C(S1)C(=O)OCC)C1=CC=C(C=C1)OC (ethyl 5-(4-fluorophenyl)-4-(4-methoxyphenyl)thiophene-2-carboxylate), [OH-].[K+] (potassium hydroxide). Solvent: CO (methanol). The product is FC1=CC=C(C=C1)C1=C(C=C(S1)C(=O)O)C1=CC=C(C=C1)OC (5-(4-fluorophenyl)-4-(4-methoxyphenyl)thiophene-2-carboxylic acid). Yield: 80.2%. Reaction SMILES: [F:1][C:2]1[CH:7]=[CH:6][C:5]([C:8]2[S:12][C:11]([C:13]([O:15]CC)=[O:14])=[CH:10][C:9]=2[C:18]2[CH:23]=[CH:22][C:21]([O:24][CH3:25])=[CH:20][CH:19]=2)=[CH:4][CH:3]=1.[OH-].[K+]>CO>[F:1][C:2]1[CH:3]=[CH:4][C:5]([C:8]2[S:12][C:11]([C:13]([OH:15])=[O:14])=[CH:10][C:9]=2[C:18]2[CH:23]=[CH:22][C:21]([O:24][CH3:25])=[CH:20][CH:19]=2)=[CH:6][CH:7]=1 |f:1.2|. Procedure details: A mixture of ethyl 5-(4-fluorophenyl)-4-(4-methoxyphenyl)thiophene-2-carboxylate (2.3 g) and potassium hydroxide (640 mg) in methanol (20 ml) was refluxed overnight. The solvent was evaporated, and the residue was dissolved in water, acidified and extracted with chloroform. The extract was washed with water, dried over magnesium sulfate and concentrated to dryness. The residue was washed with ethanol to give crystals of 5-(4-fluorophenyl)-4-(4-methoxyphenyl)thiophene-2-carboxylic acid (1.7 g).